This data is from the Open Reaction Database (ORD), a public repository of structured organic reaction records. The task is: describe an organic reaction: reactants, conditions, products, and yield Reactants: N1(CCCCC1)CC(CO)O (3-piperidino-1,2-propanediol), [H-].[Na+] (sodium hydride), ClC1=C(C=C(C=C1)S(=O)(=O)C(F)(F)F)[N+](=O)[O-] (1-chloro-2-nitro-4-trifluoromethanesulfonyl-benzene). Solvent: C(C)#N (acetonitrile). Yields the product [N+](=O)([O-])C1=C(OC(CN2CCCCC2)COC2=C(C=C(C=C2)S(=O)(=O)C(F)(F)F)[N+](=O)[O-])C=CC(=C1)S(=O)(=O)C(F)(F)F (1-[2,3-Bis-(2-nitro-4-trifluoromethanesulfonyl-phenoxy)-propyl]-piperidine). Reaction SMILES: [N:1]1([CH2:7][CH:8]([OH:11])[CH2:9][OH:10])[CH2:6][CH2:5][CH2:4][CH2:3][CH2:2]1.[H-].[Na+].Cl[C:15]1[CH:20]=[CH:19][C:18]([S:21]([C:24]([F:27])([F:26])[F:25])(=[O:23])=[O:22])=[CH:17][C:16]=1[N+:28]([O-:30])=[O:29]>C(#N)C>[N+:28]([C:16]1[CH:17]=[C:18]([S:21]([C:24]([F:27])([F:26])[F:25])(=[O:23])=[O:22])[CH:19]=[CH:20][C:15]=1[O:11][CH:8]([CH2:9][O:10][C:15]1[CH:20]=[CH:19][C:18]([S:21]([C:24]([F:26])([F:27])[F:25])(=[O:23])=[O:22])=[CH:17][C:16]=1[N+:28]([O-:30])=[O:29])[CH2:7][N:1]1[CH2:6][CH2:5][CH2:4][CH2:3][CH2:2]1)([O-:30])=[O:29] |f:1.2|. Procedure: Using the same procedure as for example 54, a mixture of 3-piperidino-1,2-propanediol (40 mg, 0.25 mmol), sodium hydride (60%, 30 mg) and 1-chloro-2-nitro-4-trifluoromethanesulfonyl-benzene (174 mg, 0.6 mmol) in acetonitrile (1 mL+0.6 mL) was heated to reflux for 18 hours, worked-up and purified on silica gel to give the title compound. MS +ve APCI 666 [M+1]. Starting materials: O=C(Cl)C=Cc1ccccc1, Cl, NN1CC(=O)NC1=O, O, c1ccncc1. Product: O=C(C=Cc1ccccc1)NN1CC(=O)NC1=O. RXN SMILES: [C:16]([CH:17]=[CH:18][c:19]1[cH:20][cH:21][cH:22][cH:23][cH:24]1)(=[O:25])[Cl:26].[ClH:7].[NH2:8][N:9]1[C:10](=[O:11])[NH:12][C:13](=[O:14])[CH2:15]1.[OH2:27].[cH:1]1[cH:2][cH:3][n:4][cH:5][cH:6]1>>[NH:8]([N:9]1[C:10](=[O:11])[NH:12][C:13](=[O:14])[CH2:15]1)[C:16]([CH:17]=[CH:18][c:19]1[cH:20][cH:21][cH:22][cH:23][cH:24]1)=[O:25]. Reactants: thioether, polyphosphoric acid, Heterocyclic, COC1=CC=C(C=C1)S (4-methoxythiophenol), C(=O)([O-])[O-].[K+].[K+] (K2CO3), ClCC(C)=O (chloroacetone). Run in ClC1=CC=CC=C1 (chlorobenzene), CC(=O)C (acetone). The product is COC=1C=CC2=C(C(=CS2)C)C1 (5-Methoxy-3-methylbenzothiophene). Yield: 26.9%. As a reaction SMILES: [CH3:1][O:2][C:3]1[CH:8]=[CH:7][C:6]([SH:9])=[CH:5][CH:4]=1.C([O-])([O-])=O.[K+].[K+].Cl[CH2:17][C:18](=O)[CH3:19]>CC(C)=O.ClC1C=CC=CC=1>[CH3:1][O:2][C:3]1[CH:4]=[CH:5][C:6]2[S:9][CH:17]=[C:18]([CH3:19])[C:7]=2[CH:8]=1 |f:1.2.3|. Procedure details: A mixture of 4-methoxythiophenol (2.8 g, 20 mmol), K2CO3 (5.5 g, 40 mmol) and chloroacetone (6.6 mL, 82 mmol) in acetone (50 mL) was heated at reflux over night. The reaction mixture was filtered and the solvent was evaporated giving 5.0 g crude product. The intermediate thioether was dissolved in chlorobenzene (50 mL) and polyphosphoric acid (PPA, 0.5 g) was added (Plé et al., (1988) J. Heterocyclic Chem. 25, 1271-1272). The reaction mixture was refluxed over night. The solvent was decanted and... Starting materials: COC(=O)C=1NN=C(C1)OCC=1C(=NOC1C)CCCC (5-(3-butyl-5-methyl-isoxazol-4-ylmethoxy)-2H-pyrazole-3-carboxylic acid methyl ester), NC1COCC1 (rac-3-aminotetrahydrofuran). Product: O1CC(CC1)NC(=O)C=1NN=C(C1)OCC=1C(=NOC1C)CCCC (Rac-5-(3-Butyl-5-methyl-isoxazol-4-ylmethoxy)-2H-pyrazole-3-carboxylic acid (tetrahydrofuran-3-yl)-amide). Yield: 48.0%. Reaction SMILES: CO[C:3]([C:5]1[NH:6][N:7]=[C:8]([O:10][CH2:11][C:12]2[C:13]([CH2:18][CH2:19][CH2:20][CH3:21])=[N:14][O:15][C:16]=2[CH3:17])[CH:9]=1)=[O:4].[NH2:22][CH:23]1[CH2:27][CH2:26][O:25][CH2:24]1>>[O:25]1[CH2:26][CH2:27][CH:23]([NH:22][C:3]([C:5]2[NH:6][N:7]=[C:8]([O:10][CH2:11][C:12]3[C:13]([CH2:18][CH2:19][CH2:20][CH3:21])=[N:14][O:15][C:16]=3[CH3:17])[CH:9]=2)=[O:4])[CH2:24]1. Procedure: As described for example 26d, 5-(3-butyl-5-methyl-isoxazol-4-ylmethoxy)-2H-pyrazole-3-carboxylic acid methyl ester (492 mg, 1.7 mmol) was converted, using rac-3-aminotetrahydrofuran instead of 4-aminotetrahydropyran, to the title compound (280 mg, 48%) which was obtained as a colorless oil. MS: m/e=349.2 [M+H]+. Yields the product CC(=O)Nc1c(C2=CCc3ccc(N(C)C)cc3O2)cc2c(c1C#N)OCO2. Starting materials: CC(=O)OC(C)=O, CCCCCC, CCOC(C)=O, CN(C)c1ccc2c(c1)OC(c1cc3c(c(C#N)c1N)OCO3)=CC2, c1ccncc1. As a reaction SMILES: [CH3:26][C:27](=[O:28])[O:29][C:30](=[O:31])[CH3:32].[CH3:39][CH2:40][CH2:41][CH2:42][CH2:43][CH3:44].[CH3:45][CH2:46][O:47][C:48]([CH3:49])=[O:50].[NH2:1][c:2]1[c:3]([C:13]2=[CH:22][CH2:21][c:20]3[c:15]([cH:16][c:17]([N:23]([CH3:24])[CH3:25])[cH:18][cH:19]3)[O:14]2)[cH:4][c:5]2[c:6]([c:7]1[C:8]#[N:9])[O:10][CH2:11][O:12]2.[cH:33]1[cH:34][cH:35][n:36][cH:37][cH:38]1>>[NH:1]([c:2]1[c:3]([C:13]2=[CH:22][CH2:21][c:20]3[c:15]([cH:16][c:17]([N:23]([CH3:24])[CH3:25])[cH:18][cH:19]3)[O:14]2)[cH:4][c:5]2[c:6]([c:7]1[C:8]#[N:9])[O:10][CH2:11][O:12]2)[C:27]([CH3:26])=[O:28].